From a dataset of the Open Reaction Database (ORD), a public repository of structured organic reaction records. describe an organic reaction: reactants, conditions, products, and yield The yield is 27.0%. The solvent is CCCCCC (hexane), CN(C)C=O (DMF), O (water). As a reaction SMILES: [CH:1]([C:3]1[CH:15]=[CH:14][C:6]([C:7]([O:9][C:10]([CH3:13])([CH3:12])[CH3:11])=[O:8])=[C:5]([CH3:16])[CH:4]=1)=[O:2].[OH:17]OS([O-])=O.[K+].C(OCC)(=O)C>CN(C=O)C.O.CCCCCC>[C:10]([O:9][C:7]([C:6]1[CH:14]=[CH:15][C:3]([C:1]([OH:17])=[O:2])=[CH:4][C:5]=1[CH3:16])=[O:8])([CH3:11])([CH3:12])[CH3:13] |f:1.2|. Reported procedure: To a solution of tert-butyl 4-formyl-2-methyl-benzoate (390 g, ˜78% purity, 1.8 mol) in DMF (2.0 L) was added oxone (270 g, 1.8 mol) over a period of 15 min at 10° C. After complete addition, the reaction mixture was warmed to room temperature and stirred for 12 h. After complete conversion of starting material, the reaction mixture was diluted with water at 10° C. The aqueous layer was extracted with ethyl acetate (2×5 L), washed with water (3×1 L) dried over sodium sulphate and concentrated to... Run at time 12 hour. Product: C(C)(C)(C)OC(=O)C1=C(C=C(C(=O)O)C=C1)C (4-tert-butoxycarbonyl-3-methyl-benzoic acid). Reactants: C(C)(=O)OCC (ethyl acetate), C(=O)C1=CC(=C(C(=O)OC(C)(C)C)C=C1)C (tert-butyl 4-formyl-2-methyl-benzoate), OOS(=O)[O-].[K+] (oxone). The reactants are CCOC(=O)C (EtOAc), C(C1=CC=CC=C1)OC1=NC=CC(=C1[N+](=O)[O-])Cl (2-benzyloxy-4-chloro-3-nitro-pyridine), C(=O)([O-])[O-].[Na+].[Na+] (Na2CO3), ClC1=C(C=CC(=C1)OC)B(O)O (2-chloro-4-methoxyphenylboronic acid). Reagents/catalysts: Cl[Pd]([P](C1=CC=CC=C1)(C2=CC=CC=C2)C3=CC=CC=C3)([P](C4=CC=CC=C4)(C5=CC=CC=C5)C6=CC=CC=C6)Cl (Pd(PPh3)2Cl2). The solvent is O (H2O), C(C)O (ethanol), C1(=CC=CC=C1)C (toluene). Yields the product C(C1=CC=CC=C1)OC1=NC=CC(=C1[N+](=O)[O-])C1=C(C=C(C=C1)OC)Cl (2-benzyloxy-4-(2-chloro-4-methoxy-phenyl)-3-nitro-pyridine). Isolated yield 36.0%. Reaction SMILES: [CH2:1]([O:8][C:9]1[C:14]([N+:15]([O-:17])=[O:16])=[C:13](Cl)[CH:12]=[CH:11][N:10]=1)[C:2]1[CH:7]=[CH:6][CH:5]=[CH:4][CH:3]=1.C([O-])([O-])=O.[Na+].[Na+].[Cl:25][C:26]1[CH:31]=[C:30]([O:32][CH3:33])[CH:29]=[CH:28][C:27]=1B(O)O.CCOC(C)=O>C(O)C.C1(C)C=CC=CC=1.Cl[Pd](Cl)([P](C1C=CC=CC=1)(C1C=CC=CC=1)C1C=CC=CC=1)[P](C1C=CC=CC=1)(C1C=CC=CC=1)C1C=CC=CC=1.O>[CH2:1]([O:8][C:9]1[C:14]([N+:15]([O-:17])=[O:16])=[C:13]([C:27]2[CH:28]=[CH:29][C:30]([O:32][CH3:33])=[CH:31][C:26]=2[Cl:25])[CH:12]=[CH:11][N:10]=1)[C:2]1[CH:7]=[CH:6][CH:5]=[CH:4][CH:3]=1 |f:1.2.3,^1:55,74|. Procedure: To a solution of 2-benzyloxy-4-chloro-3-nitro-pyridine (Wilde, et al. WO 99/01454, which is incorporated herein by reference) (3.0 g, 11.3 mmol) in ethanol (10 mL) and toluene (40 mL), was added Na2CO3 (14.17 mL, 2 M), 2-chloro-4-methoxyphenylboronic acid (3.17 g, 17.0 mmol), and Pd(PPh3)2Cl2 (0.48 g, 0.68 mmol) and the mixture was heated at reflux for 5 h. The reaction was cooled and poured into EtOAc and H2O (500 mL). The EtOAc layer was washed with H2O, brine, dried (Na2SO4), filtered and con...